From a dataset of the Open Reaction Database (ORD), a public repository of structured organic reaction records. describe an organic reaction: reactants, conditions, products, and yield The reactants are Fc1ccc(C(=O)CBr)cc1, C#CCCCCC=O, Cc1cccc(C)n1. The reagents and catalysts are C1COCCN1, F[P](F)(F)(F)(F)F.CC(C)(C)C1=CC=[N@H]2C(=C1)C3=CC(=CC=[N@@H]3[Ir]2456c7cc(F)cc(F)c7C8=CC=C(C=[N]48)C(F)(F)F)C(C)(C)C.Fc9cc(F)c(C%10=[N]5C=C(C=C%10)C(F)(F)F)c6c9 ([Ir(dFCF3ppy)2(dtbbpy)]PF6). Solvent: CN(C)C=O, CN(C)C=O, CN(C)C=O, CN(C)C=O, CN(C)C=O. Reaction conditions: temperature 22 celsius, time 8 hour. The product is C#CCCC[C@H](C=O)CC(=O)c1ccc(F)cc1, C#CCCC[C@@H](C=O)CC(=O)c1ccc(F)cc1, O=C[C@@H](CCCC1=CN(c2ccc(C(=O)OC[C@H](Cc3ccccc3)NC(=O)OCC3c4ccccc4-c4ccccc43)cc2)[N+]=[N-]1)CC(=O)c1ccc(F)cc1, O=C[C@H](CCCC1=CN(c2ccc(C(=O)OC[C@H](Cc3ccccc3)NC(=O)OCC3c4ccccc4-c4ccccc43)cc2)[N+]=[N-]1)CC(=O)c1ccc(F)cc1. Reaction SMILES: C#CCCCCC=O.Fc1ccc(C(=O)CBr)cc1>C1COCCN1.F[P](F)(F)(F)(F)F.CC(C)(C)C1=CC=[N@H]2C(=C1)C3=CC(=CC=[N@@H]3[Ir]2456c7cc(F)cc(F)c7C8=CC=C(C=[N]48)C(F)(F)F)C(C)(C)C.Fc9cc(F)c(C%10=[N]5C=C(C=C%10)C(F)(F)F)c6c9.CN(C)C=O.Cc1cccc(C)n1>C#CCCC[C@@H](C=O)CC(=O)c1ccc(F)cc1.C#CCCC[C@H](C=O)CC(=O)c1ccc(F)cc1. Starting materials: P(=O)(OCC(CCCC)CC)(OCC(CCCC)CC)[O-] (di(2-ethylhexyl) phosphate), P(=O)(OCC(CCCC)CC)(OCC(CCCC)CC)[O-] (di(2-ethylhexyl) phosphate), aqueous solution, [OH-].[Na+] (sodium hydroxide). Run at time 60 minute. Product: P(=O)(OCC(CCCC)CC)(OCC(CCCC)CC)[O-].[Na+] (sodium di(2-ethylhexyl) phosphate). As a reaction SMILES: [P:1]([O-:21])([O:12][CH2:13][CH:14]([CH2:19][CH3:20])[CH2:15][CH2:16][CH2:17][CH3:18])([O:3][CH2:4][CH:5]([CH2:10][CH3:11])[CH2:6][CH2:7][CH2:8][CH3:9])=[O:2].[OH-].[Na+:23]>>[P:1]([O-:21])([O:3][CH2:4][CH:5]([CH2:10][CH3:11])[CH2:6][CH2:7][CH2:8][CH3:9])([O:12][CH2:13][CH:14]([CH2:19][CH3:20])[CH2:15][CH2:16][CH2:17][CH3:18])=[O:2].[Na+:23] |f:1.2,3.4|. Reported procedure: To a four neck flask of 200 ml are added 19.94 g (60 mmol) of di(2-ethylhexyl) phosphate [Starting Material A] and 12.0 g (60 mmol) of a 20% aqueous solution of sodium hydroxide at 20° C., which are agitated for 60 minutes to obtain an aqueous solution of sodium di(2-ethylhexyl) phosphate. Then, 80 g of ethanol is added to this solution and subsequently 17.87 g (20 mmol) of a 26.0% aqueous solution of lanthanum chloride is added at a dropping rate of 1 ml/min, which are further reacted at the sa... The product is FC(C1=CC=C(COC=2C=C(COC3=CC4=C(C(=CO4)CC(=O)O)C=C3)C=CC2)C=C1)(F)F ({6-[3-(4-Trifluoromethyl-benzyloxy)-benzyloxy]-benzofuran-3-yl}-acetic acid). Reactants: COC(CC1=COC2=C1C=CC(=C2)OCC2=CC(=CC=C2)OCC2=CC=C(C=C2)C(F)(F)F)=O ({6-[3-(4-trifluoromethyl-benzyloxy)-benzyloxy]-benzofuran-3-yl}-acetic acid methyl ester), [OH-].[Li+] (lithium hydroxide). RXN SMILES: C[O:2][C:3](=[O:34])[CH2:4][C:5]1[C:9]2[CH:10]=[CH:11][C:12]([O:14][CH2:15][C:16]3[CH:21]=[CH:20][CH:19]=[C:18]([O:22][CH2:23][C:24]4[CH:29]=[CH:28][C:27]([C:30]([F:33])([F:32])[F:31])=[CH:26][CH:25]=4)[CH:17]=3)=[CH:13][C:8]=2[O:7][CH:6]=1.[OH-].[Li+]>>[F:33][C:30]([F:31])([F:32])[C:27]1[CH:26]=[CH:25][C:24]([CH2:23][O:22][C:18]2[CH:17]=[C:16]([CH:21]=[CH:20][CH:19]=2)[CH2:15][O:14][C:12]2[CH:11]=[CH:10][C:9]3[C:5]([CH2:4][C:3]([OH:34])=[O:2])=[CH:6][O:7][C:8]=3[CH:13]=2)=[CH:29][CH:28]=1 |f:1.2|. Reported procedure: The title compound was prepared in the manner analogous to example 24 using {6-[3-(4-trifluoromethyl-benzyloxy)-benzyloxy]-benzofuran-3-yl}-acetic acid methyl ester and lithium hydroxide. mp 155–157° C.; IR (thin film) cm−1: 1722, 1585, 1492, 1319, 1157, 1114; 400 MHz 1H NMR (DMSO-d6) 12.39 (br s, 1H), 7.69–7.71 (m, 3H), 7.62 (d, 2H, J=8.1 Hz), 7.41 (d, 1H, J=8.5 Hz), 7.26 (t, 1H, J=7.9 Hz), 7.18 (d, 1H, J=2.2 Hz), 7.08–7.09 (m, 1H), 7.00 (d, 1H, J=7.8 Hz), 6.88–6.94 (m, 2H), 5.19 (s, 2H), 5.08 ... Starting materials: OC1=CC=C(C(=O)C2=CC=CC=C2)C=C1 (4-hydroxybenzophenone), C([O-])([O-])=O.[K+].[K+] (potassium carbonate), BrCCCCCl (1-bromo-4-chlorobutane). Run in CC(=O)C (acetone). Run at time 20 hour. Yields the product ClCCCCOC1=CC=C(C(=O)C2=CC=CC=C2)C=C1 (4-(4-chlorobutoxy) benzophenone). As a reaction SMILES: [OH:1][C:2]1[CH:15]=[CH:14][C:5]([C:6]([C:8]2[CH:13]=[CH:12][CH:11]=[CH:10][CH:9]=2)=[O:7])=[CH:4][CH:3]=1.C(=O)([O-])[O-].[K+].[K+].Br[CH2:23][CH2:24][CH2:25][CH2:26][Cl:27]>CC(C)=O>[Cl:27][CH2:26][CH2:25][CH2:24][CH2:23][O:1][C:2]1[CH:3]=[CH:4][C:5]([C:6]([C:8]2[CH:13]=[CH:12][CH:11]=[CH:10][CH:9]=2)=[O:7])=[CH:14][CH:15]=1 |f:1.2.3|. Procedure: Combine 4-hydroxybenzophenone (8 kg, 57.6 mol), potassium carbonate (8 kg, 57.6 mol), and 1-bromo-4-chlorobutane (8.384 kg, 48.9 mol) in acetone (40 L). Heat to reflux. After 20 hours, cool the reaction mixture and filter. Rinse the filter cake with acetone and evaporate the filtrate in vacuo to obtain 4-(4-chlorobutoxy) benzophenone. Starting materials: CO, O=C1C=CC2CCCC(c3ccc(F)cc3)N12, [H][H], O=[Pt]. Product: O=C1CCC2CCCC(c3ccc(F)cc3)N12. Reaction SMILES: [CH3:20][OH:21].[F:1][c:2]1[cH:3][cH:4][c:5]([CH:8]2[N:9]3[C:10](=[O:17])[CH:11]=[CH:12][CH:13]3[CH2:14][CH2:15][CH2:16]2)[cH:6][cH:7]1.[H:18][H:19].[Pt:22]=[O:23]>>[F:1][c:2]1[cH:3][cH:4][c:5]([CH:8]2[N:9]3[C:10](=[O:17])[CH2:11][CH2:12][CH:13]3[CH2:14][CH2:15][CH2:16]2)[cH:6][cH:7]1.